The task is: describe an organic reaction: reactants, conditions, products, and yield. This data is from the Open Reaction Database (ORD), a public repository of structured organic reaction records. The reactants are BrC1=CC2=C(C=C1)OC=1C(=NC(=CC1)Cl)C21N=C(OC1)N (8-bromo-2-chloro-5′H-spiro[chromeno[3,2-b]pyridine-10,4′-oxazol]-2′-amine), C(C)(=O)[O-].[K+] (potassium acetate), N1=CC(=CC=C1)B(O)O (3-pyridylboronic acid). The reagents and catalysts are Cl[Pd]([P](C1=CC=CC=C1)(C2=CC=CC=C2)C3=CC=CC=C3)([P](C4=CC=CC=C4)(C5=CC=CC=C5)C6=CC=CC=C6)Cl (dichlorobis(triphenyl-phosphine)palladium (ii)). Solvent: O1CCOCC1.O (dioxane water). Run at temperature 110 celsius. Product: N1=CC(=CC=C1)C1=CC=C2C(=N1)C1(N=C(OC1)N)C=1C=C(C=CC1O2)C=2C=NC=CC2 (2,8-di(pyridin-3-yl)-5′H-spiro[chromeno[3,2-b]pyridine-10,4′-oxazol]-2′-amine). As a reaction SMILES: Br[C:2]1[CH:7]=[CH:6][C:5]2[O:8][C:9]3[C:10]([C:16]4([CH2:20][O:19][C:18]([NH2:21])=[N:17]4)[C:4]=2[CH:3]=1)=[N:11][C:12](Cl)=[CH:13][CH:14]=3.[C:22]([O-])(=O)[CH3:23].[K+].[N:27]1[CH:32]=[CH:31][CH:30]=[C:29](B(O)O)[CH:28]=1>O1CCOCC1.O.Cl[Pd](Cl)([P](C1C=CC=CC=1)(C1C=CC=CC=1)C1C=CC=CC=1)[P](C1C=CC=CC=1)(C1C=CC=CC=1)C1C=CC=CC=1>[N:27]1[CH:32]=[CH:31][CH:30]=[C:29]([C:12]2[N:11]=[C:10]3[C:16]4([C:4]5[CH:3]=[C:2]([C:9]6[CH:10]=[N:11][CH:12]=[CH:22][CH:23]=6)[CH:7]=[CH:6][C:5]=5[O:8][C:9]3=[CH:14][CH:13]=2)[CH2:20][O:19][C:18]([NH2:21])=[N:17]4)[CH:28]=1 |f:1.2,4.5,^1:45,64|. Procedure: A RBF was charged with 3-chloro-2-cyanopyridine (40 g, 289 mmol), 4-bromophenol (49.9 g, 289 mmol) and cesium carbonate (113 g, 346 mmol). The reactants were suspended in 50 mL of DMSO and allowed to stir at 85 C overnight. The reaction was cooled to RT and to it was added 600 mL of water. The reaction was filtered and the solid washed with water, air dried to provide 3-(4-bromophenoxy)picolinonitrile as a tan solid. Step 2: A mixture of 3-(4-bromophenoxy)picolinonitrile (57 g, 207 mmol) and 300... The reactants are [N+](=O)([O-])C=1C=C2C(=NN(C2=CC1)C(C1=CC=CC=C1)(C1=CC=CC=C1)C1=CC=CC=C1)C1=CC=NC=C1 (5-nitro-3-(pyridin-4-yl)-1-trityl-1H-indazole), CO (MeOH), [H][H] (hydrogen). Reagents/catalysts: [Pd] (Pd/C). The solvent is C1(=CC=CC=C1)C (toluene). The product is N1=CC=C(C=C1)C1=NN(C2=CC=C(C=C12)N)C(C1=CC=CC=C1)(C1=CC=CC=C1)C1=CC=CC=C1 (3-(pyridin-4-yl)-1-trityl-1H-indazol-5-amine). Isolated yield 105.8%. As a reaction SMILES: [N+:1]([C:4]1[CH:5]=[C:6]2[C:10](=[CH:11][CH:12]=1)[N:9]([C:13]([C:26]1[CH:31]=[CH:30][CH:29]=[CH:28][CH:27]=1)([C:20]1[CH:25]=[CH:24][CH:23]=[CH:22][CH:21]=1)[C:14]1[CH:19]=[CH:18][CH:17]=[CH:16][CH:15]=1)[N:8]=[C:7]2[C:32]1[CH:37]=[CH:36][N:35]=[CH:34][CH:33]=1)([O-])=O.CO.[H][H]>C1(C)C=CC=CC=1.[Pd]>[N:35]1[CH:36]=[CH:37][C:32]([C:7]2[C:6]3[C:10](=[CH:11][CH:12]=[C:4]([NH2:1])[CH:5]=3)[N:9]([C:13]([C:20]3[CH:21]=[CH:22][CH:23]=[CH:24][CH:25]=3)([C:26]3[CH:27]=[CH:28][CH:29]=[CH:30][CH:31]=3)[C:14]3[CH:19]=[CH:18][CH:17]=[CH:16][CH:15]=3)[N:8]=2)=[CH:33][CH:34]=1. Procedure details: To a 500 ml round bottom flask equipped with a magnetic stir bar was added 5-nitro-3-(pyridin-4-yl)-1-trityl-1H-indazole (1332 g, 27.6 mmol) and dissolved in a mixture of toluene:MeOH (120 ml: 40 ml). While stirring, Pd/C (1.5 g, 10% wet) was added. The mixture was then subjected to a hydrogen balloon and stirred overnight. Upon completion of the reaction, which was determined by LC/MS, the mixture was filtered through celite and concentrated under vacuum to give 3-(pyridin-4-yl)-1-trityl-1H-ind... Yields the product Nc1ccccc1C(=O)COC(=O)c1ccccc1. The reactants are O=C(OCC(=O)c1ccccc1[N+](=O)[O-])c1ccccc1, [Cl-], [Fe], [NH4+], O. RXN SMILES: [C:1]([c:2]1[cH:3][cH:4][cH:5][cH:6][cH:7]1)(=[O:8])[O:9][CH2:10][C:11](=[O:12])[c:13]1[c:14]([N+:19]([O-:20])=[O:21])[cH:15][cH:16][cH:17][cH:18]1.[Cl-:22].[Fe:25].[NH4+:23].[OH2:24]>>[C:1]([c:2]1[cH:3][cH:4][cH:5][cH:6][cH:7]1)(=[O:8])[O:9][CH2:10][C:11](=[O:12])[c:13]1[c:14]([NH2:19])[cH:15][cH:16][cH:17][cH:18]1. The reactants are C(CCC)[Li] (n-butyllithium), CC=1SC=C(N1)C1=CC=CC=C1 (2-methyl-4-phenylthiazole), C(CCC)[Sn](CCCC)(CCCC)Cl (tributyltin chloride). The solvent is O1CCCC1 (tetrahydrofuran). Conditions: temperature -78 celsius, time 45 minute. Product: CC=1SC(=C(N1)C1=CC=CC=C1)[Sn](CCCC)(CCCC)CCCC (2-methyl-4-phenyl-5-(tributylstannyl)thiazole). Isolated yield 68.0%. Reaction SMILES: C([Li])CCC.[CH3:6][C:7]1[S:8][CH:9]=[C:10]([C:12]2[CH:17]=[CH:16][CH:15]=[CH:14][CH:13]=2)[N:11]=1.[CH2:18]([Sn:22](Cl)([CH2:27][CH2:28][CH2:29][CH3:30])[CH2:23][CH2:24][CH2:25][CH3:26])[CH2:19][CH2:20][CH3:21]>O1CCCC1>[CH3:6][C:7]1[S:8][C:9]([Sn:22]([CH2:23][CH2:24][CH2:25][CH3:26])([CH2:27][CH2:28][CH2:29][CH3:30])[CH2:18][CH2:19][CH2:20][CH3:21])=[C:10]([C:12]2[CH:13]=[CH:14][CH:15]=[CH:16][CH:17]=2)[N:11]=1. Reported procedure: Add n-butyllithium (0.46 mL, 0.74 mmol, 1.6 M in tetrahydrofuran) to a solution of 2-methyl-4-phenylthiazole (0.13 g, 0.74 mmol) in tetrahydrofuran (7 mL) cooled to −78° C. under a nitrogen atmosphere. Stir at −78° C. for 45 minutes, add tributyltin chloride (0.2 mL, 0.74 mmol), and stir for 2 hours as the reaction mixture warms to room temperature. Add aqueous ammonium chloride and then partition the mixture between ethyl acetate and water. Extract the aqueous phase with ethyl acetate. Wash the... The reactants are C(C1=CC=CC=C1)Cl (Benzyl chloride), Grignard reagent, C(=C)C=1C=C(C=CC1)[Mg]Br (3-vinylphenylmagnesium bromide), C(C1=CC=CC=C1)Cl (benzyl chloride). Yields the product C(=C)C=1C=C(C=CC1)CC1=CC=CC=C1 ((3-vinylphenyl)phenylmethane). As a reaction SMILES: [CH2:1](Cl)[C:2]1[CH:7]=[CH:6][CH:5]=[CH:4][CH:3]=1.[CH:9]([C:11]1[CH:12]=[C:13]([Mg]Br)[CH:14]=[CH:15][CH:16]=1)=[CH2:10]>>[CH:9]([C:11]1[CH:12]=[C:13]([CH2:1][C:2]2[CH:7]=[CH:6][CH:5]=[CH:4][CH:3]=2)[CH:14]=[CH:15][CH:16]=1)=[CH2:10]. Procedure: The method using benzyl chloride as a starting material is described. Benzyl chloride is reacted with a Grignard reagent of 3-vinylphenylmagnesium bromide in the presence of dichlorodiphosphine nickel complex catalyst to obtain (3-vinylphenyl)phenylmethane. The reaction temperature using Grignard reagent is in the range of 10° to 80° C. and the use quantity of Grignard reagent is 1.0 to 1.2 equivalent to 1 mole of benzyl chloride. ##STR8## Starting materials: FC1=CC=C(C=C1)CC1=CN=C2C(=C(C(N(C2=C1)CC(N1CCCC1)=O)=O)C(=O)OCC)O (ethyl 7-[(4-fluorophenyl)methyl]-4-hydroxy-2-oxo-1-[2-oxo-2-(1-pyrrolidinyl)ethyl]-1,2-dihydro-1,5-naphthyridine-3-carboxylate), NCCN1CCOCC1 (4-(2-aminoethyl)morpholine). The product is FC1=CC=C(C=C1)CC1=CN=C2C(=C(C(N(C2=C1)CC(N1CCCC1)=O)=O)C(=O)NCCN1CCOCC1)O (7-[(4-Fluorophenyl)methyl]-4-hydroxy-N-[2-(4-morpholinyl)ethyl]-2-oxo-1-[2-oxo-2-(1-pyrrolidinyl)ethyl]-1,2-dihydro-1,5-naphthyridine-3-carboxamide). Reaction SMILES: [F:1][C:2]1[CH:7]=[CH:6][C:5]([CH2:8][C:9]2[CH:18]=[C:17]3[C:12]([C:13]([OH:33])=[C:14]([C:28](OCC)=[O:29])[C:15](=[O:27])[N:16]3[CH2:19][C:20](=[O:26])[N:21]3[CH2:25][CH2:24][CH2:23][CH2:22]3)=[N:11][CH:10]=2)=[CH:4][CH:3]=1.[NH2:34][CH2:35][CH2:36][N:37]1[CH2:42][CH2:41][O:40][CH2:39][CH2:38]1>>[F:1][C:2]1[CH:7]=[CH:6][C:5]([CH2:8][C:9]2[CH:18]=[C:17]3[C:12]([C:13]([OH:33])=[C:14]([C:28]([NH:34][CH2:35][CH2:36][N:37]4[CH2:42][CH2:41][O:40][CH2:39][CH2:38]4)=[O:29])[C:15](=[O:27])[N:16]3[CH2:19][C:20](=[O:26])[N:21]3[CH2:25][CH2:24][CH2:23][CH2:22]3)=[N:11][CH:10]=2)=[CH:4][CH:3]=1. Procedure details: This compound was prepared from ethyl 7-[(4-fluorophenyl)methyl]-4-hydroxy-2-oxo-1-[2-oxo-2-(1-pyrrolidinyl)ethyl]-1,2-dihydro-1,5-naphthyridine-3-carboxylate and 4-(2-aminoethyl)morpholine employing methods similar to those those described in Example 9 and was purified by reverse phase preparative HPLC (C-18 stationary phase; 10-100% CH3CN/water/0.1% formic acid mobile phase). The product was obtained as a white rigid foam: 1H NMR (CDCl3) δ 10.39 (1H, br m), 8.55 (1H, s), 7.15 (3H, m), 7.02 (2H... Reactants: CC(=O)C1=C(C=CC(=C1)OCC(F)(F)F)OCC(F)(F)F (2,5-bis(2,2,2-trifluoroethoxy)acetophenone), [N+](=O)([O-])C=1C=C(C=O)C=CC1 (3-nitrobenzaldehyde), CO (methanol), [OH-].[Na+] (NaOH). The solvent is O (water). Product: FC(COC1=C(C=C(C=C1)OCC(F)(F)F)C(C=CC1=CC(=CC=C1)[N+](=O)[O-])=O)(F)F (1-[2,5-Bis(2,2,2-trifluoroethoxy)phenyl]-3-(3-nitrophenyl)-2-propen-1-one), solid. The yield is 45.0%. As a reaction SMILES: [CH3:1][C:2]([C:4]1[CH:9]=[C:8]([O:10][CH2:11][C:12]([F:15])([F:14])[F:13])[CH:7]=[CH:6][C:5]=1[O:16][CH2:17][C:18]([F:21])([F:20])[F:19])=[O:3].[N+:22]([C:25]1[CH:26]=[C:27]([CH:30]=[CH:31][CH:32]=1)[CH:28]=O)([O-:24])=[O:23].CO.[OH-].[Na+]>O>[F:21][C:18]([F:19])([F:20])[CH2:17][O:16][C:5]1[CH:6]=[CH:7][C:8]([O:10][CH2:11][C:12]([F:13])([F:14])[F:15])=[CH:9][C:4]=1[C:2](=[O:3])[CH:1]=[CH:28][C:27]1[CH:30]=[CH:31][CH:32]=[C:25]([N+:22]([O-:24])=[O:23])[CH:26]=1 |f:3.4|. Procedure: The title compound was prepared from a mixture of 2,5-bis(2,2,2-trifluoroethoxy)acetophenone (200 mg, 0.633 mmol), 3-nitrobenzaldehyde (96 mg, 0.633 mmol), methanol (5 ml) and saturated NaOH (50 ul). The mixture was diluted with water (5 ml). The resulting yellow precipitate was collected by filtration, wash with water and dried under vacuum to give yellow solid (129 mg, 45%). 1H NMR (CDCl3): 8.48 (s, 1H), 8.28-8.24 (m, 1H), 7.91 (d, J=7.8 Hz, 1H), 7.74 (d, J=15.9 Hz, 1H), 7.61 (d, J=16.2 Hz, 1H... Reactants: C1(=CC=CC=C1)P(C1=CC=CC=C1)C1=CC=CC=C1 (triphenylphosphine), N(=NC(=O)OC(C)C)C(=O)OC(C)C (diisopropyl azodicarboxylate), OC=1C=C(C(=NC1)OC1=CC=C(C(=O)OC)C=C1)C (methyl 4-(5-hydroxy-3-methylpyridin-2-yloxy)benzoate), ClC1=C(C(=CC=C1)Cl)C1=NOC(=C1CO)C(C)C ([3-(2,6-dichloro-phenyl)-5-isopropyl-isoxazol-4-yl]methanol). Run in C1=CC=CC=C1 (benzene). Reaction conditions: time 20 hour. Product: ClC1=C(C(=CC=C1)Cl)C1=NOC(=C1COC=1C=C(C(=NC1)OC1=CC=C(C(=O)OC)C=C1)C)C(C)C (methyl 4-(5-((3-(2,6-dichlorophenyl)-5-isopropylisoxazol-4-yl)methoxy)-3-methylpyridin-2-yloxy)benzoate). Isolated yield 70.2%. Reaction SMILES: [OH:1][C:2]1[CH:3]=[C:4]([CH3:19])[C:5]([O:8][C:9]2[CH:18]=[CH:17][C:12]([C:13]([O:15][CH3:16])=[O:14])=[CH:11][CH:10]=2)=[N:6][CH:7]=1.[Cl:20][C:21]1[CH:26]=[CH:25][CH:24]=[C:23]([Cl:27])[C:22]=1[C:28]1[C:32]([CH2:33]O)=[C:31]([CH:35]([CH3:37])[CH3:36])[O:30][N:29]=1.C1(P(C2C=CC=CC=2)C2C=CC=CC=2)C=CC=CC=1.N(C(OC(C)C)=O)=NC(OC(C)C)=O>C1C=CC=CC=1>[Cl:27][C:23]1[CH:24]=[CH:25][CH:26]=[C:21]([Cl:20])[C:22]=1[C:28]1[C:32]([CH2:33][O:1][C:2]2[CH:3]=[C:4]([CH3:19])[C:5]([O:8][C:9]3[CH:10]=[CH:11][C:12]([C:13]([O:15][CH3:16])=[O:14])=[CH:17][CH:18]=3)=[N:6][CH:7]=2)=[C:31]([CH:35]([CH3:37])[CH3:36])[O:30][N:29]=1. Procedure: To a suspension of methyl 4-(5-hydroxy-3-methylpyridin-2-yloxy)benzoate synthesised in step 3 (0.042 g, 0.162 mmol), [3-(2,6-dichloro-phenyl)-5-isopropyl-isoxazol-4-yl]methanol (0.046 g; 0.162 mmol) (for preparation refer to: P. Maloney et al. “Identification of a chemical tool for the orphan nuclear receptor FXR” J. Med. Chem. 2000, 43(16), 2971-2974) and triphenylphosphine (0.052 g, 0.2 mmol) in benzene (2 ml) was added diisopropyl azodicarboxylate (0.051 g, 0.25 mmol). The mixture was stirred... Reactants: [N+](=O)([O-])C1=CC2=C(CCN3C(C2=CCCN(C)C)=CC=C3)C=C1 (9-nitro-11-(3-dimethylaminopropylidene)-6,11-dihydro-5H-pyrrolo[2,1-b][3]benzazepine), [H][H] (hydrogen). The reagents and catalysts are [Pd] (Pd/C). Solvent: CO (methanol). The product is NC1=CC2=C(CCN3C(C2=CCCN(C)C)=CC=C3)C=C1 (9-amino-11-(3-dimethylaminopropylidene)-6,11-dihydro-5H-pyrrolo[2,1-b][3]benzazepine). RXN SMILES: [N+:1]([C:4]1[CH:23]=[CH:22][C:7]2[CH2:8][CH2:9][N:10]3[CH:21]=[CH:20][CH:19]=[C:11]3[C:12](=[CH:13][CH2:14][CH2:15][N:16]([CH3:18])[CH3:17])[C:6]=2[CH:5]=1)([O-])=O.[H][H]>[Pd].CO>[NH2:1][C:4]1[CH:23]=[CH:22][C:7]2[CH2:8][CH2:9][N:10]3[CH:21]=[CH:20][CH:19]=[C:11]3[C:12](=[CH:13][CH2:14][CH2:15][N:16]([CH3:18])[CH3:17])[C:6]=2[CH:5]=1. Procedure: A mixture of 9-nitro-11-(3-dimethylaminopropylidene)-6,11-dihydro-5H-pyrrolo[2,1-b][3]benzazepine (2.0 g.), 0.2 g. of 10% Pd/C and 350 ml. of methanol is hydrogenated until the theoretical amount of hydrogen is absorbed. The mixture is filtered and the filtrate is evaporated to dryness to yield 9-amino-11-(3-dimethylaminopropylidene)-6,11-dihydro-5H-pyrrolo[2,1-b][3]benzazepine.